Dataset: the Open Reaction Database (ORD), a public repository of structured organic reaction records. Task: describe an organic reaction: reactants, conditions, products, and yield Reactants: C(C)(C)(C)OC(CBr)=O (t-butylbromoacetate), COC1=CC=C(C(=O)NC2=C3NC=NC3=NC=N2)C=C1 (N6-(4-methoxybenzoyl) adenine), CN(C)C=O (DMF), [H-].[Na+] (NaH). Run in O (water). Yields the product COC1=CC=C(C(=O)NC2=C3N=CN(C3=NC=N2)CC(=O)OC(C)(C)C)C=C1 (N6-(4-methoxybenzoyl)-9-(t-butoxycarbonylmethyl) adenine). Yield: 69.8%. RXN SMILES: [CH3:1][O:2][C:3]1[CH:20]=[CH:19][C:6]([C:7]([NH:9][C:10]2[N:18]=[CH:17][N:16]=[C:15]3[C:11]=2[NH:12][CH:13]=[N:14]3)=[O:8])=[CH:5][CH:4]=1.CN(C=O)C.[H-].[Na+].[C:28]([O:32][C:33](=[O:36])[CH2:34]Br)([CH3:31])([CH3:30])[CH3:29]>O>[CH3:1][O:2][C:3]1[CH:4]=[CH:5][C:6]([C:7]([NH:9][C:10]2[N:18]=[CH:17][N:16]=[C:15]3[C:11]=2[N:12]=[CH:13][N:14]3[CH2:34][C:33]([O:32][C:28]([CH3:31])([CH3:30])[CH3:29])=[O:36])=[O:8])=[CH:19][CH:20]=1 |f:2.3|. Reported procedure: After 27.03 g(0.20 mol) of adenine was dissolved in 500 ml of pyridine, 34.12 g(0.20 mol) of p-anisole chloride was added slowly over 55 minutes, and reacted for 4 hours at 100° C. with stirring. Then, the reaction temperature was lowered to room temperature, further reacted overnight with constant stirring, and removed pyridine by distilling under reduced vacuum. The resulting crude compound was recrystallized in isopropanol and methanol respectively, to give 33.7 g(0.13 mol) of white powder of... Starting materials: CC(C)(C)OC(=O)N(CCCCNC(=O)C(F)(F)F)Cc1cccc2nccn12, C1CCOC1, CN(C)c1ccncc1, O=C(Cl)C(Cl)(Cl)Cl. Yields the product CC(C)(C)OC(=O)N(CCCCNC(=O)C(F)(F)F)Cc1cccc2ncc(C(=O)C(Cl)(Cl)Cl)n12. Reaction SMILES: [C:1]([CH3:2])([CH3:3])([CH3:4])[O:5][C:6](=[O:7])[N:8]([CH2:9][CH2:10][CH2:11][CH2:12][NH:13][C:14]([C:15]([F:16])([F:17])[F:18])=[O:19])[CH2:20][c:21]1[cH:22][cH:23][cH:24][c:25]2[n:26]1[cH:27][cH:28][n:29]2.[CH2:46]1[O:47][CH2:48][CH2:49][CH2:50]1.[CH3:37][N:38]([c:39]1[cH:40][cH:41][n:42][cH:43][cH:44]1)[CH3:45].[Cl:30][C:31]([C:32](=[O:33])[Cl:34])([Cl:35])[Cl:36]>>[C:1]([CH3:2])([CH3:3])([CH3:4])[O:5][C:6](=[O:7])[N:8]([CH2:9][CH2:10][CH2:11][CH2:12][NH:13][C:14]([C:15]([F:16])([F:17])[F:18])=[O:19])[CH2:20][c:21]1[cH:22][cH:23][cH:24][c:25]2[n:26]1[c:27]([C:32]([C:31]([Cl:30])([Cl:35])[Cl:36])=[O:33])[cH:28][n:29]2. Reaction SMILES: [C:17](=[O:18])([O-:19])[O-:20].[CH:1](=[O:2])[c:3]1[cH:4][cH:5][c:6]([C:13](=[O:14])[O:15][CH3:16])[c:7]2[cH:8][cH:9][cH:10][cH:11][c:12]12.[Na+:21].[Na+:22].[OH2:23]>>[CH:1](=[O:2])[c:3]1[cH:4][cH:5][c:6]([C:13](=[O:14])[OH:15])[c:7]2[cH:8][cH:9][cH:10][cH:11][c:12]12. The reactants are O=C([O-])[O-], COC(=O)c1ccc(C=O)c2ccccc12, [Na+], [Na+], O. Yields the product O=Cc1ccc(C(=O)O)c2ccccc12. Starting materials: COC1=C(OCCCN(C)C)C=CC(=C1)[N+](=O)[O-] (3-(2-Methoxy-4-nitrophenoxy)-N,N-dimethylpropan-1-amine), C([O-])(O)=O.[Na+] (sodium bicarbonate). Run in bromhydric acid. Yields the product CN(CCCOC1=C(C=C(C=C1)[N+](=O)[O-])O)C (2-(3-(Dimethylamino)propoxy)-5-nitrophenol). Yield: 0.0%. RXN SMILES: C[O:2][C:3]1[CH:15]=[C:14]([N+:16]([O-:18])=[O:17])[CH:13]=[CH:12][C:4]=1[O:5][CH2:6][CH2:7][CH2:8][N:9]([CH3:11])[CH3:10].C(=O)(O)[O-].[Na+]>>[CH3:11][N:9]([CH3:10])[CH2:8][CH2:7][CH2:6][O:5][C:4]1[CH:12]=[CH:13][C:14]([N+:16]([O-:18])=[O:17])=[CH:15][C:3]=1[OH:2] |f:1.2|. Reported procedure: 3-(2-Methoxy-4-nitrophenoxy)-N,N-dimethylpropan-1-amine (480 mg, 1.89 mmol) was heated at 100° C. overnight in 3 ml of bromhydric acid (48% in water). Once at room temperature, 4% sodium bicarbonate solution was added and extracted with ethyl acetate. The organic phase was successively washed with water and brine, dried over magnesium sulphate, filtered and the solvent evaporated under reduced pressure. 0.22 mg (44% yield) of the title compound were obtained and used in the next synthetic step w... The reactants are Clc1ccc(Cl)nn1, OCCF, [H-], [Na+], C1CCOC1, O. Yields the product FCCOc1ccc(Cl)nn1. Reaction SMILES: [Cl:8][c:9]1[n:10][n:11][c:12]([Cl:15])[cH:13][cH:14]1.[F:16][CH2:17][CH2:18][OH:19].[H-:6].[Na+:7].[O:1]1[CH2:2][CH2:3][CH2:4][CH2:5]1.[OH2:20]>>[Cl:8][c:9]1[n:10][n:11][c:12]([O:19][CH2:18][CH2:17][F:16])[cH:13][cH:14]1. Starting materials: O=C([O-])[O-], CC(=O)[O-], COc1ccnc(CCc2nc3cc(I)cnc3[nH]2)c1, [Cl-], [K+], [K+], [K+], [Li+], C1COCCO1, O, O=S(=O)(NCCO)c1ccc(Br)cc1, [Pd], c1ccc(P(c2ccccc2)c2ccccc2)cc1, c1ccc(P(c2ccccc2)c2ccccc2)cc1, c1ccc(P(c2ccccc2)c2ccccc2)cc1, c1ccc(P(c2ccccc2)c2ccccc2)cc1. Yields the product COc1ccnc(CCc2nc3cc(-c4ccc(S(=O)(=O)NCCO)cc4)cnc3[nH]2)c1. RXN SMILES: [C:40](=[O:41])([O-:42])[O-:43].[CH3:16][C:17](=[O:18])[O-:19].[CH3:20][O:21][c:22]1[cH:23][c:24]([CH2:28][CH2:29][c:30]2[n:31][c:32]3[c:33]([n:34][cH:35][c:36]([I:38])[cH:37]3)[nH:39]2)[n:25][cH:26][cH:27]1.[Cl-:47].[K+:15].[K+:44].[K+:45].[Li+:46].[O:48]1[CH2:49][CH2:50][O:51][CH2:52][CH2:53]1.[OH2:54].[OH:1][CH2:2][CH2:3][NH:4][S:5](=[O:6])(=[O:7])[c:8]1[cH:9][cH:10][c:11]([Br:14])[cH:12][cH:13]1.[Pd:55].[c:113]1([P:114]([c:115]2[cH:116][cH:117][cH:118][cH:119][cH:120]2)[c:121]2[cH:122][cH:123][cH:124][cH:125][cH:126]2)[cH:127][cH:128][cH:129][cH:130][cH:131]1.[c:56]1([P:57]([c:58]2[cH:59][cH:60][cH:61][cH:62][cH:63]2)[c:64]2[cH:65][cH:66][cH:67][cH:68][cH:69]2)[cH:70][cH:71][cH:72][cH:73][cH:74]1.[c:75]1([P:76]([c:77]2[cH:78][cH:79][cH:80][cH:81][cH:82]2)[c:83]2[cH:84][cH:85][cH:86][cH:87][cH:88]2)[cH:89][cH:90][cH:91][cH:92][cH:93]1.[c:94]1([P:95]([c:96]2[cH:97][cH:98][cH:99][cH:100][cH:101]2)[c:102]2[cH:103][cH:104][cH:105][cH:106][cH:107]2)[cH:108][cH:109][cH:110][cH:111][cH:112]1>>[OH:1][CH2:2][CH2:3][NH:4][S:5](=[O:6])(=[O:7])[c:8]1[cH:9][cH:10][c:11](-[c:36]2[cH:35][n:34][c:33]3[c:32]([n:31][c:30]([CH2:29][CH2:28][c:24]4[cH:23][c:22]([O:21][CH3:20])[cH:27][cH:26][n:25]4)[nH:39]3)[cH:37]2)[cH:12][cH:13]1. Reactants: [Cl-].[NH4+] (ammonium chloride), C1(=CC=C(C=C1)SC(C#N)C1=CC=C(C=C1)C(=O)C=1SC=CC1)C (alpha-(p-tolylthio)[p-(2-thienylcabonyl)phenyl]acetonitrile), CI (methyl iodide), C[O-].[Na+] (sodium methoxide). Run in CO (methanol), CO (methanol). Yields the product C1(=CC=C(C=C1)SC(C#N)(C)C1=CC=C(C=C1)C(=O)C=1SC=CC1)C (alpha-(p-tolylthio)-alpha-[p-(2-thienylcabonyl)phenyl]-propionitrile). The yield is 86.0%. As a reaction SMILES: [C:1]1([CH3:24])[CH:6]=[CH:5][C:4]([S:7][CH:8]([C:11]2[CH:16]=[CH:15][C:14]([C:17]([C:19]3[S:20][CH:21]=[CH:22][CH:23]=3)=[O:18])=[CH:13][CH:12]=2)[C:9]#[N:10])=[CH:3][CH:2]=1.[CH3:25][O-].[Na+].CI.[Cl-].[NH4+]>CO>[C:1]1([CH3:24])[CH:2]=[CH:3][C:4]([S:7][C:8]([C:11]2[CH:16]=[CH:15][C:14]([C:17]([C:19]3[S:20][CH:21]=[CH:22][CH:23]=3)=[O:18])=[CH:13][CH:12]=2)([CH3:25])[C:9]#[N:10])=[CH:5][CH:6]=1 |f:1.2,4.5|. Procedure details: Anhydrous methanol (3 ml) was added to 351 mg of alpha-(p-tolylthio)[p-(2-thienylcabonyl)phenyl]acetonitrile, and the mixture was stirred in an argon atmosphere under ice cooling. Then, 0.45 ml of a 2.5 M methanol solution of sodium methoxide was added, and 0.10 ml of methyl iodide was added dropwise. The temperature was brought to room temperature and the mixture was stirred for 15 minutes. An aqueous solution of ammonium chloride (0.2 g/30 ml) was added, and the mixture was extracted with 20 m...